This data is from the Open Reaction Database (ORD), a public repository of structured organic reaction records. The task is: describe an organic reaction: reactants, conditions, products, and yield Starting materials: ClC1=CC2=C(NC(=N2)C(C(F)(F)F)=O)C=C1Cl (1-(5,6-DiChloro-1H-benzoimidazol-2-yl)-2,2,2-trifluoro-ethanone), ClCCO (2-chloroethanol), C([O-])([O-])=O.[K+].[K+] (potassium carbonate). Run in CN(C)C=O (DMF), C(C)(=O)OCC (ethyl acetate). Reaction conditions: time 18 hour. Yields the product ClC1=CC2=C(NC(=N2)C2(OCCCO2)C(F)(F)F)C=C1Cl (5,6-Dichloro-2-(2-trifluoromethyl-[1,3]dioxan-2-yl)-1H-benzimidazole). RXN SMILES: [Cl:1][C:2]1[C:16]([Cl:17])=[CH:15][C:5]2[NH:6][C:7]([C:9](=[O:14])[C:10]([F:13])([F:12])[F:11])=[N:8][C:4]=2[CH:3]=1.Cl[CH2:19][CH2:20][OH:21].[C:22](=O)([O-])[O-].[K+].[K+]>CN(C=O)C.C(OCC)(=O)C>[Cl:17][C:16]1[C:2]([Cl:1])=[CH:3][C:4]2[NH:8][C:7]([C:9]3([C:10]([F:13])([F:11])[F:12])[O:21][CH2:20][CH2:19][CH2:22][O:14]3)=[N:6][C:5]=2[CH:15]=1 |f:2.3.4|. Reported procedure: 1-(5,6-DiChloro-1H-benzoimidazol-2-yl)-2,2,2-trifluoro-ethanone (2.13 g; 7.51 mmol), 2-chloroethanol (1.90 mL; 22.7 mmol) and potassium carbonate (3.13 g; 22.6 mmol) were dissolved in DMF (14 mL). The reaction mixture was stirred for 18 hrs at ambient temperature, then diluted with ethyl acetate (100 mL), washed with water (80 mL) and brine (2×80 mL). The extracts were dried over Na2SO4, filtered, concentrated to a light brown solid and the light brown solid purified by column chromatography (Si... Reactants: C(C)OC(CC1C2=C(B(O1)O)C=C(C=C2O)OC2=NC=CN=C2)=O ([1,4-dihydroxy-6-(pyrazin-2-yloxy)-1,3-dihydro-benzo[c][1,2]oxaborol-3-yl]-acetic acid ethyl ester), C(C)(C)(C)OC(NCCCBr)=O ((3-bromo-propyl)-carbamic acid tert-butyl ester), C([O-])([O-])=O.[K+].[K+] (potassium carbonate). The solvent is CN(C)C=O (DMF). Yields the product C(C)OC(CC1C2=C(B(O1)O)C=C(C=C2OCCCNC(=O)OC(C)(C)C)OC2=NC=CN=C2)=O ([4-(3-tert-Butoxycarbonylamino-propoxy)-1-hydroxy-6-(pyrazin-2-yloxy)-1,3-dihydro-benzo[c][1,2]oxaborol-3-yl]-acetic acid ethyl ester). The yield is 59.6%. Reaction SMILES: [CH2:1]([O:3][C:4](=[O:24])[CH2:5][CH:6]1[O:10][B:9]([OH:11])[C:8]2[CH:12]=[C:13]([O:17][C:18]3[CH:23]=[N:22][CH:21]=[CH:20][N:19]=3)[CH:14]=[C:15]([OH:16])[C:7]1=2)[CH3:2].[C:25]([O:29][C:30](=[O:36])[NH:31][CH2:32][CH2:33][CH2:34]Br)([CH3:28])([CH3:27])[CH3:26].C(=O)([O-])[O-].[K+].[K+]>CN(C=O)C>[CH2:1]([O:3][C:4](=[O:24])[CH2:5][CH:6]1[O:10][B:9]([OH:11])[C:8]2[CH:12]=[C:13]([O:17][C:18]3[CH:23]=[N:22][CH:21]=[CH:20][N:19]=3)[CH:14]=[C:15]([O:16][CH2:34][CH2:33][CH2:32][NH:31][C:30]([O:29][C:25]([CH3:26])([CH3:28])[CH3:27])=[O:36])[C:7]1=2)[CH3:2] |f:2.3.4|. Procedure details: A solution of [1,4-dihydroxy-6-(pyrazin-2-yloxy)-1,3-dihydro-benzo[c][1,2]oxaborol-3-yl]-acetic acid ethyl ester (100 mg, 0.303 mmol) in DMF (10 mL) was treated with (3-bromo-propyl)-carbamic acid tert-butyl ester (100 mg, 0.454 mmol) and potassium carbonate (209 mg, 1.52 mmol) at 50° C. for 5 h. The reaction was concentrated to dryness. The residue was diluted with MeOH/H2O and the mixture was adjusted pH to 3. The solution was purified by preparative HPLC to afford the title compound as a whit... Starting materials: N(=[N+]=[N-])CC1=CC(=NO1)C(C)C (5-(azidomethyl)-3-isopropylisoxazole), O1C(=CC2=C1C=CC=C2)CNC(OC(C)(C)C)=O (tert-butyl benzofuran-2-ylmethylcarbamate). Yields the product C(C)(C)C1=NOC(=C1)CN ((3-isopropylisoxazol-5-yl)methanamine). As a reaction SMILES: [N:1]([CH2:4][C:5]1[O:9][N:8]=[C:7]([CH:10]([CH3:12])[CH3:11])[CH:6]=1)=[N+]=[N-].O1C2C=CC=CC=2C=C1CNC(=O)OC(C)(C)C>>[CH:10]([C:7]1[CH:6]=[C:5]([CH2:4][NH2:1])[O:9][N:8]=1)([CH3:12])[CH3:11]. Procedure details: (3-isopropylisoxazol-5-yl)methanamine was synthesized from 5-(azidomethyl)-3-isopropylisoxazole following the general procedure as described herein including the protection-deprotection steps to improve the purity of the amine. Reactants: ClC1=C(C(=O)Cl)C=CC(=C1)Cl (2,4-dichlorobenzoyl chloride), COC1=C(CN)C=CC=C1 (2-methoxybenzylamine), N1=CC=CC=C1 (pyridine). Solvent: CN(C=O)C (N,N-dimethylformamide), C(C)(=O)OCC (ethyl acetate), [Cl-].[NH4+] (ammonium chloride), [OH-].[Na+] (sodium hydroxide). Run at time 16 hour. Product: COC1=C(CNC(C2=C(C=C(C=C2)Cl)Cl)=O)C=CC=C1 (N1-(2-methoxybenzyl)-2,4-dichlorobenzamide). As a reaction SMILES: [Cl:1][C:2]1[CH:10]=[C:9]([Cl:11])[CH:8]=[CH:7][C:3]=1[C:4](Cl)=[O:5].[CH3:12][O:13][C:14]1[CH:21]=[CH:20][CH:19]=[CH:18][C:15]=1[CH2:16][NH2:17].N1C=CC=CC=1>CN(C)C=O.C(OCC)(=O)C.[Cl-].[NH4+].[OH-].[Na+]>[CH3:12][O:13][C:14]1[CH:21]=[CH:20][CH:19]=[CH:18][C:15]=1[CH2:16][NH:17][C:4](=[O:5])[C:3]1[CH:7]=[CH:8][C:9]([Cl:11])=[CH:10][C:2]=1[Cl:1] |f:5.6,7.8|. Reported procedure: 45 mL 2,4-dichlorobenzoyl chloride was added dropwise over 1.5 hours into a solution of 50 ml 2-methoxybenzylamine and 123 ml pyridine in N,N-dimethylformamide (400 mL) at 5 to 10° C., followed by stirring at room temperature for 16 hours. The reaction solution was diluted with ethyl acetate, saturated aqueous ammonium chloride solution and 1N aqueous sodium hydroxide solution. The organic layer was washed with 1N aqueous sodium hydroxide solution, 1 N hydrochloric acid (×2), saturated aqueous a... As a reaction SMILES: [OH:1][C:2]1[CH:7]=[C:6](OC(C(OCC)=O)(C)C)[CH:5]=[CH:4][C:3]=1[C:17](=[O:19])[CH3:18].[Cl-:20].[Al+3].[Cl-].[Cl-]>>[Cl:20][C:6]1[CH:5]=[CH:4][C:3]([C:17](=[O:19])[CH3:18])=[C:2]([OH:1])[CH:7]=1 |f:1.2.3.4|. Procedure: 3-chlorophenyl acetate (starting material 2) was mixed with aluminium chloride (3 eq). The mixture was heated at 200° C. for 1 hour. The reaction medium was cooled to room temperature then poured in ice. The aqueous phase was extracted with methylene chloride which was dried on magnesium sulfate then vacuum evaporated. Reactants: OC1=C(C=CC(=C1)OC(C)(C)C(=O)OCC)C(C)=O (2′-Hydroxy-4′-(ethoxycarbonyldimethylmethoxy)acetophenone), OC1=C(C=CC(=C1)OC(C)(C)C(=O)OCC)C(C)=O (2′-Hydroxy-4′-(ethoxycarbonyldimethylmethoxy)acetophenone), [Cl-].[Al+3].[Cl-].[Cl-] (aluminium chloride). Reaction conditions: temperature 200 celsius. The product is ClC1=CC(=C(C=C1)C(C)=O)O (4′-Chloro-2′-hydroxyacetophenone). Reactants: O (Water), CC=1C=C(C=CC1)C1=CC=C(C=C1)C(=O)O (3′-methyl-4-biphenylcarboxylic acid), OXO-C10 alcohols, BrC1=CC=C(C(=O)O)C=C1 (4-bromobenzoic acid), OXO-C10 alcohols. Solvent: C1=CC=CC=C1 (Benzene). Product: BrC1=CC=C(C(=O)OCCCCCCCCCC)C=C1 (Decyl 4-bromobenzoate). RXN SMILES: C[C:2]1[CH:3]=[C:4]([C:8]2C=[CH:12][C:11](C(O)=O)=[CH:10][CH:9]=2)C=[CH:6][CH:7]=1.[Br:17][C:18]1[CH:26]=[CH:25][C:21]([C:22]([OH:24])=[O:23])=[CH:20][CH:19]=1.O>C1C=CC=CC=1>[Br:17][C:18]1[CH:26]=[CH:25][C:21]([C:22]([O:24][CH2:6][CH2:7][CH2:2][CH2:3][CH2:4][CH2:8][CH2:9][CH2:10][CH2:11][CH3:12])=[O:23])=[CH:20][CH:19]=1. Procedure: Preparation of 3′-methyl-4-biphenylcarboxylic acid with OXO-C10 alcohols (NGP-87): Decyl 4-bromobenzoate was Prepared from the Condensation of 4-bromobenzoic acid and OXO-C10 alcohols by Refluxing in Benzene with Water Removal via a Dean-Stark Trap Reactants: CC1=C(C=CC=2C(OCC21)=O)C2OC2 (4-methyl-5-oxiran-2-yl-2-benzofuran-1(3H)-one), CC1NCCNC1 (2-methylpiperazine). Solvent: CS(=O)C (DMSO), O (water). Conditions: temperature 150 celsius. Product: CC1N(CCN(C1)CC(O)C1=C(C2=C(C(OC2)=O)C=C1)C)CC(O)C1=C(C2=C(C(OC2)=O)C=C1)C (5,5′-[(2-methylpiperazine-1,4-diyl)bis(1-hydroxyethane-2,1-diyl)]bis(4-methyl-2-benzofuran-1(3H)-one)). Reaction SMILES: [CH3:1][C:2]1[C:10]2[CH2:9][O:8][C:7](=[O:11])[C:6]=2[CH:5]=[CH:4][C:3]=1[CH:12]1[CH2:14][O:13]1.[CH3:15][CH:16]1[CH2:21][NH:20][CH2:19][CH2:18][NH:17]1>CS(C)=O.O>[CH3:15][CH:16]1[CH2:21][N:20]([CH2:14][CH:12]([C:3]2[CH:4]=[CH:5][C:6]3[C:7](=[O:11])[O:8][CH2:9][C:10]=3[C:2]=2[CH3:1])[OH:13])[CH2:19][CH2:18][N:17]1[CH2:14][CH:12]([C:3]1[CH:4]=[CH:5][C:6]2[C:7](=[O:11])[O:8][CH2:9][C:10]=2[C:2]=1[CH3:1])[OH:13]. Reported procedure: A mixture of 4-methyl-5-oxiran-2-yl-2-benzofuran-1(3H)-one (700 mg, 3.684 mmol) and 2-methylpiperazine (184 mg, 1.842 mmol) in 2 mL DMSO was heated under microwave condition (150° C.) for 1 hr. After cooling to rt., the mixture was diluted with water (50 mL), extracted with EtOAc (3×50 mL). The combined organic layers were washed with brine and dried over Na2SO4, then concentrated. The residue was purified by prep-HPLC to obtain two peaks (peak 1 and peak 2). Each peak was further separated by S... Product: CC(C)CC(NC(=O)c1cccc(-c2cccc(Cl)c2)n1)c1nccs1. Reactants: CC(C)CC(N)c1nccs1, O=C(O)c1cccc(-c2cccc(Cl)c2)n1. RXN SMILES: [CH3:17][CH:18]([CH2:19][CH:20]([NH2:21])[c:22]1[s:23][cH:24][cH:25][n:26]1)[CH3:27].[Cl:1][c:2]1[cH:3][c:4](-[c:8]2[cH:9][cH:10][cH:11][c:12]([C:14](=[O:15])[OH:16])[n:13]2)[cH:5][cH:6][cH:7]1>>[Cl:1][c:2]1[cH:3][c:4](-[c:8]2[cH:9][cH:10][cH:11][c:12]([C:14](=[O:16])[NH:21][CH:20]([CH2:19][CH:18]([CH3:17])[CH3:27])[c:22]3[s:23][cH:24][cH:25][n:26]3)[n:13]2)[cH:5][cH:6][cH:7]1. Starting materials: C(C=C)N1C([C@H](N(C2=CC(=CC=C12)F)C(C1=CC=C(C=C1)OC)=O)CC)=O ((3R)-1-Allyl-3-ethyl-6-fluoro-4-(4-methoxybenzoyl)-3,4-dihydroquinoxalin-2(1H)-one), C(C)[C@@H]1C(N(C2=CC(=CC=C2N1C(C1=CC=C(C=C1)O)=O)F)C)=O ((3R)-3-ethyl-7-fluoro-4-(4-hydroxybenzoyl)-1-methyl-3,4-dihydroquinoxalin-2(1H)-one). Yields the product C(C=C)N1C([C@H](N(C2=CC(=CC=C12)F)C(C1=CC=C(C=C1)O)=O)CC)=O ((3R)-1-allyl-3-ethyl-6-fluoro-4-(4-hydroxybenzoyl)-3,4-dihydroquinoxalin-2(1H)-one). The yield is 97.0%. Reaction SMILES: [CH2:1]([N:4]1[C:13]2[C:8](=[CH:9][C:10]([F:14])=[CH:11][CH:12]=2)[N:7]([C:15](=[O:24])[C:16]2[CH:21]=[CH:20][C:19]([O:22]C)=[CH:18][CH:17]=2)[C@H:6]([CH2:25][CH3:26])[C:5]1=[O:27])[CH:2]=[CH2:3].C([C@H]1N(C(=O)C2C=CC(O)=CC=2)C2C(=CC(F)=CC=2)N(C)C1=O)C>>[CH2:1]([N:4]1[C:13]2[C:8](=[CH:9][C:10]([F:14])=[CH:11][CH:12]=2)[N:7]([C:15](=[O:24])[C:16]2[CH:17]=[CH:18][C:19]([OH:22])=[CH:20][CH:21]=2)[C@H:6]([CH2:25][CH3:26])[C:5]1=[O:27])[CH:2]=[CH2:3]. Procedure details: (3R)-1-Allyl-3-ethyl-6-fluoro-4-(4-methoxybenzoyl)-3,4-dihydroquinoxalin-2(1H)-one (see Example 9) was treated according to the procedure for the preparation of (3R)-3-ethyl-7-fluoro-4-(4-hydroxybenzoyl)-1-methyl-3,4-dihydroquinoxalin-2(1H)-one (see Example 1) to yield (3R)-1-allyl-3-ethyl-6-fluoro-4-(4-hydroxybenzoyl)-3,4-dihydroquinoxalin-2(1H)-one (97%). [α]D25=−285° (c=0.0102 G/ML, CHCl3); MS (ESI) m/z 355 ([M+H]+); MS (ESI) m/z 353 ([M−H]−); HRMS: calcd for C20H19FN2O3, 354.1380; found (ESI... The reactants are NC1=CC=CC=C1 (aniline), NC(=O)N (urea), C12CN(CC(CC1)O2)C2=C1C(=NC(=N2)C2=CC=C(C=C2)NC(=O)NCC)N(N=C1)C1CCN(CC1)C(=O)OCC (ethyl 4-(4-(8-oxa-3-azabicyclo[3.2.1]octan-3-yl)-6-(4-(3-ethylureido)phenyl)-1H-pyrazolo[3,4-d]pyrimidin-1-yl)piperidine-1-carboxylate), C1(CCCC1)N (cyclopentylamine). Yields the product C12COCC(CC1)N2C2=C1C(=NC(=N2)C2=CC=C(C=C2)NC(=O)NC2CCCC2)N(N=C1)CC (1-(4-(4-(3-oxa-8-azabicyclo[3.2.1]octan-8-yl)-1-ethyl-1H-pyrazolo[3,4-d]pyrimidin-6-yl)phenyl)-3-cyclopentylurea). RXN SMILES: NC(N)=O.[CH:5]12[O:12][CH:9](CC1)[CH2:8][N:7]([C:13]1[N:18]=[C:17]([C:19]3[CH:24]=[CH:23][C:22]([NH:25][C:26]([NH:28][CH2:29][CH3:30])=[O:27])=[CH:21][CH:20]=3)[N:16]=[C:15]3[N:31]([CH:34]4[CH2:39]CN(C(OCC)=O)CC4)[N:32]=[CH:33][C:14]=13)[CH2:6]2.[CH:45]1(N)[CH2:49]CC[CH2:46]1.N[C:52]1C=CC=C[CH:53]=1>>[CH:8]12[N:7]([C:13]3[N:18]=[C:17]([C:19]4[CH:24]=[CH:23][C:22]([NH:25][C:26]([NH:28][CH:29]5[CH2:30][CH2:49][CH2:45][CH2:46]5)=[O:27])=[CH:21][CH:20]=4)[N:16]=[C:15]4[N:31]([CH2:34][CH3:39])[N:32]=[CH:33][C:14]=34)[CH:6]([CH2:52][CH2:53]1)[CH2:5][O:12][CH2:9]2. Procedure details: A urea formation procedure similar to that used for the synthesis of ethyl 4-(4-(8-oxa-3-azabicyclo[3.2.1]octan-3-yl)-6-(4-(3-ethylureido)phenyl)-1H-pyrazolo[3,4-d]pyrimidin-1-yl)piperidine-1-carboxylate is used, utilizing cyclopentylamine as the aniline component. (46%, MS=462.4 (M+H))